From a dataset of the Open Reaction Database (ORD), a public repository of structured organic reaction records. describe an organic reaction: reactants, conditions, products, and yield Starting materials: CC(C)(C)OC(=O)NCC(c1ccsc1)N1C(=O)c2ccccc2C1=O, C1CCOC1, CO, NN, O. Product: CC(C)(C)OC(=O)NCC(N)c1ccsc1. RXN SMILES: [C:1]([CH3:2])([CH3:3])([CH3:4])[O:5][C:6]([NH:7][CH2:8][CH:9]([c:10]1[cH:11][s:12][cH:13][cH:14]1)[N:15]1[C:16](=[O:17])[c:18]2[c:19]([cH:20][cH:21][cH:22][cH:23]2)[C:24]1=[O:25])=[O:26].[CH2:30]1[O:31][CH2:32][CH2:33][CH2:34]1.[CH3:35][OH:36].[NH2:28][NH2:29].[OH2:27]>>[C:1]([CH3:2])([CH3:3])([CH3:4])[O:5][C:6]([NH:7][CH2:8][CH:9]([c:10]1[cH:11][s:12][cH:13][cH:14]1)[NH2:15])=[O:26]. The reactants are B(F)(F)F (Borontrifluoride), [BH4-].[Na+] (NaBH4), FC1=CC(=C(C=C1)C)C=C(C)[N+](=O)[O-] (4-fluoro-1-methyl-2-(2-nitroprop-1-enyl)benzene). Run in C1CCOC1 (THF), C1CCOC1 (THF). Reaction conditions: time 30 minute. Yields the product FC=1C=CC(=C(C1)CC(C)N)C (1-(5-Fluoro-2-methylphenyl)propan-2-amine). Yield: 84.3%. RXN SMILES: B(F)(F)F.[BH4-].[Na+].[F:7][C:8]1[CH:13]=[CH:12][C:11]([CH3:14])=[C:10]([CH:15]=[C:16]([N+:18]([O-])=O)[CH3:17])[CH:9]=1>C1COCC1>[F:7][C:8]1[CH:13]=[CH:12][C:11]([CH3:14])=[C:10]([CH2:15][CH:16]([NH2:18])[CH3:17])[CH:9]=1 |f:1.2|. Procedure: Borontrifluoride diethyletherate (272.68 g, 1.921 mol) was added dropwise through an additional funnel to a mixture of NaBH4 (58.14 g, 1.537 mol) in 600 mL of anhydrous THF cooled in a cooling bath under an argon atmosphere. After addition, the mixture was warmed to rt and continued to stir for 30 minutes. A solution of 4-fluoro-1-methyl-2-(2-nitroprop-1-enyl)benzene (60 g, 0.307 mol) in 200 mL of anhydrous THF was added dropwise through an additional funnel to the above mixture. The resulting r... The reactants are CCOC(C)=O, CO, O=C(O)c1ccc(NCCO)c([N+](=O)[O-])c1. Yields the product Nc1cc(C(=O)O)ccc1NCCO. Reaction SMILES: [CH3:17][CH2:18][O:19][C:20]([CH3:21])=[O:22].[CH3:23][OH:24].[OH:1][CH2:2][CH2:3][NH:4][c:5]1[c:6]([N+:14]([O-:15])=[O:16])[cH:7][c:8]([C:9](=[O:10])[OH:11])[cH:12][cH:13]1>>[OH:1][CH2:2][CH2:3][NH:4][c:5]1[c:6]([NH2:14])[cH:7][c:8]([C:9](=[O:10])[OH:11])[cH:12][cH:13]1. The reactants are [C-]#N.[K+] (potassium cyanide), ClC1=C(C=CC=C1)C1OC1 (2-(2-chloro-phenyl)-oxirane), C(O)([O-])=O.[Na+] (sodium hydrogen carbonate). The solvent is O (water), Cl (hydrogen chloride), C(C)O (ethanol). Run at temperature 50 celsius, time 8 hour. Product: ClC1=C(C=CC=C1)C(CC#N)O (3-(2-Chloro-phenyl)-3-hydroxypropionitrile). Yield: 64.0%. RXN SMILES: [Cl:1][C:2]1[CH:7]=[CH:6][CH:5]=[CH:4][C:3]=1[CH:8]1[CH2:10][O:9]1.[C-:11]#[N:12].[K+].C(=O)([O-])O.[Na+]>C(O)C.O.Cl>[Cl:1][C:2]1[CH:7]=[CH:6][CH:5]=[CH:4][C:3]=1[CH:8]([OH:9])[CH2:10][C:11]#[N:12] |f:1.2,3.4|. Procedure: 2-(2-chloro-phenyl)-oxirane (440 mg, 2.85 mmol) was dissolved in ethanol (3 mL) and treated with potassium cyanide in water (3 mL) and hydrogen chloride (4 M in 1,4-dioxane, 0.71 mL) subsequently. The mixture was stirred at 50° C. for 8 hr and room temperature for overnight. Saturated sodium hydrogen carbonate was added and the mixture was concentrated. The residue was extracted with ethyl acetate. The organic layer was concentrated and purified by column chromatography (40 g silica gel cartridg...